Dataset: the Open Reaction Database (ORD), a public repository of structured organic reaction records. Task: describe an organic reaction: reactants, conditions, products, and yield Reaction SMILES: [CH2:1]([CH3:2])[O:3][C:4]([CH2:5][C:6]1=[C:7]([c:12]2[cH:13][c:14]([O:18][CH3:19])[cH:15][cH:16][cH:17]2)[CH2:8][CH2:9][CH2:10][CH2:11]1)=[O:20].[CH3:21][CH2:22][OH:23].[O:24]1[CH2:25][CH2:26][CH2:27][CH2:28]1>>[CH2:1]([CH3:2])[O:3][C:4]([CH2:5][CH:6]1[CH:7]([c:12]2[cH:13][c:14]([O:18][CH3:19])[cH:15][cH:16][cH:17]2)[CH2:8][CH2:9][CH2:10][CH2:11]1)=[O:20]. The product is CCOC(=O)CC1CCCCC1c1cccc(OC)c1. The reactants are CCOC(=O)CC1=C(c2cccc(OC)c2)CCCC1, CCO, C1CCOC1. Reactants: ClC1=C(C=C(C=N1)CC(=O)O)C (2-(6-chloro-5-methylpyridin-3-yl)acetic acid), N1=NC(=CC=C1)C=1C=CC(=NC1)N (5-(pyridazin-3-yl)pyridin-2-amine), C1(CCCCC1)N=C=NC1CCCCC1 (1,3-dicyclohexylcarbodiimide). The reagents and catalysts are CN(C1=CC=NC=C1)C (4-(dimethylamino)pyridine). Solvent: CN(C)C=O (DMF). Conditions: time 10 hour. The product is ClC1=C(C=C(C=N1)CC(=O)NC1=NC=C(C=C1)C=1N=NC=CC1)C ((6-chloro-5-methylpyridin-3-yl)-N-(5-(pyridazin-3-yl)pyridin-2-yl)acetamide). As a reaction SMILES: [Cl:1][C:2]1[N:7]=[CH:6][C:5]([CH2:8][C:9]([OH:11])=O)=[CH:4][C:3]=1[CH3:12].[N:13]1[CH:18]=[CH:17][CH:16]=[C:15]([C:19]2[CH:20]=[CH:21][C:22]([NH2:25])=[N:23][CH:24]=2)[N:14]=1.C1(N=C=NC2CCCCC2)CCCCC1>CN(C)C1C=CN=CC=1.CN(C=O)C>[Cl:1][C:2]1[N:7]=[CH:6][C:5]([CH2:8][C:9]([NH:25][C:22]2[CH:21]=[CH:20][C:19]([C:15]3[N:14]=[N:13][CH:18]=[CH:17][CH:16]=3)=[CH:24][N:23]=2)=[O:11])=[CH:4][C:3]=1[CH3:12]. Reported procedure: A mixture of 2-(6-chloro-5-methylpyridin-3-yl)acetic acid 86-7 (241 mg, 1.3 mmol), 5-(pyridazin-3-yl)pyridin-2-amine 145-3 (224 mg, 1.3 mmol), 1,3-dicyclohexylcarbodiimide (325 mg, 1.6 mmol) and 4-(dimethylamino)pyridine (26 mg, 0.26 mmol) in DMF (6 mL) was stirred at room temperature for 10 hours. The reaction mixture was filtered to remove the solid and the filtrate was diluted with ethyl acetate, washed with water and brine, dried over Na2SO4 and concentrated to dryness by rotary evaporation.... Reactants: N1CCCC1 (pyrrolidine), C1(=CC=CC=C1)C (toluene). Run at time 12 hour. The product is C1(CCCCC1)=CN1CCCC1 (1-(cyclohexylidene-methyl)pyrrolidine). Reaction SMILES: [NH:1]1[CH2:5][CH2:4][CH2:3][CH2:2]1.[C:6]1([CH3:12])[CH:11]=[CH:10][CH:9]=[CH:8][CH:7]=1>>[C:6]1(=[CH:12][N:1]2[CH2:5][CH2:4][CH2:3][CH2:2]2)[CH2:11][CH2:10][CH2:9][CH2:8][CH2:7]1. Procedure: Cyclohexanecarboxyaldehyde (23.2 g) and pyrrolidine (14.5 g) were dissolved in toluene (200 ml), and the mixture was heated under reflux using a Dean-Stark distillation apparatus. After 12 hours, the solvent was removed. The residue was distilled under reduced pressure (60° C., 1 mmHg) to give 22.6 g of 1-(cyclohexylidene-methyl)pyrrolidine. The reactants are C(=O)([O-])[O-].[Cs+].[Cs+] (Cs2CO3), BrCC#N (bromoacetonitrile), OC1=C(C=CC=C1)C1=NC=CC2=CC(=CC=C12)S(=O)(=O)N(C=1SC=CN1)CC1=CC=C(C=C1)OC (1-(2-hydroxyphenyl)-N-(4-methoxybenzyl)-N-(thiazol-2-yl)isoquinoline-6-sulfonamide). Solvent: CN(C)C=O (DMF). Conditions: temperature 60 celsius. Product: C(#N)COC1=C(C=CC=C1)C1=NC=CC2=CC(=CC=C12)S(=O)(=O)N(C=1SC=CN1)CC1=CC=C(C=C1)OC (1-(2-(CYANOMETHOXY)PHENYL)-N-(4-METHOXYBENZYL)-N-(THIAZOL-2-YL)ISOQUINOLINE-6-SULFONAMIDE). Reaction SMILES: [OH:1][C:2]1[CH:7]=[CH:6][CH:5]=[CH:4][C:3]=1[C:8]1[C:17]2[C:12](=[CH:13][C:14]([S:18]([N:21]([CH2:27][C:28]3[CH:33]=[CH:32][C:31]([O:34][CH3:35])=[CH:30][CH:29]=3)[C:22]3[S:23][CH:24]=[CH:25][N:26]=3)(=[O:20])=[O:19])=[CH:15][CH:16]=2)[CH:11]=[CH:10][N:9]=1.C([O-])([O-])=O.[Cs+].[Cs+].Br[CH2:43][C:44]#[N:45]>CN(C=O)C>[C:44]([CH2:43][O:1][C:2]1[CH:7]=[CH:6][CH:5]=[CH:4][C:3]=1[C:8]1[C:17]2[C:12](=[CH:13][C:14]([S:18]([N:21]([CH2:27][C:28]3[CH:29]=[CH:30][C:31]([O:34][CH3:35])=[CH:32][CH:33]=3)[C:22]3[S:23][CH:24]=[CH:25][N:26]=3)(=[O:20])=[O:19])=[CH:15][CH:16]=2)[CH:11]=[CH:10][N:9]=1)#[N:45] |f:1.2.3|. Reported procedure: To a vial charged with 1-(2-hydroxyphenyl)-N-(4-methoxybenzyl)-N-(thiazol-2-yl)isoquinoline-6-sulfonamide (113 mg, 0.224 mmol) was added DMF (898 μl) and Cs2CO3 (219 mg, 0.673 mmol) and bromoacetonitrile (53.8 mg, 0.45 mmol) respectively. The mixture was heated to 60° C. overnight affording conversion to desired product fairly cleanly. m/z (ESI) 543.2 (M+H)+. The mixture was dried under reduced pressure and purified with a 25 g Interchim column (25 μm silica) ramping EtOAc in heptane (0-100%, 10... The reactants are CCC(O)(C=Cc1ccc(C(CC)(CC)c2ccc(-c3ccc(OC)c(CC(=O)OC)c3)cc2)cc1C)CC, CO, [Cl-], [NH4+], [Na+], C1CCOC1, [OH-]. Product: CCC(O)(C=Cc1ccc(C(CC)(CC)c2ccc(-c3ccc(OC)c(CC(=O)O)c3)cc2)cc1C)CC. RXN SMILES: [CH3:3][O:4][C:5]([CH2:6][c:7]1[cH:8][c:9](-[c:15]2[cH:16][cH:17][c:18]([C:21]([CH2:22][CH3:23])([c:24]3[cH:25][c:26]([CH3:38])[c:27]([CH:30]=[CH:31][C:32]([CH2:33][CH3:34])([OH:35])[CH2:36][CH3:37])[cH:28][cH:29]3)[CH2:39][CH3:40])[cH:19][cH:20]2)[cH:10][cH:11][c:12]1[O:13][CH3:14])=[O:41].[CH3:49][OH:50].[Cl-:42].[NH4+:43].[Na+:2].[O:44]1[CH2:45][CH2:46][CH2:47][CH2:48]1.[OH-:1]>>[O:4]=[C:5]([CH2:6][c:7]1[cH:8][c:9](-[c:15]2[cH:16][cH:17][c:18]([C:21]([CH2:22][CH3:23])([c:24]3[cH:25][c:26]([CH3:38])[c:27]([CH:30]=[CH:31][C:32]([CH2:33][CH3:34])([OH:35])[CH2:36][CH3:37])[cH:28][cH:29]3)[CH2:39][CH3:40])[cH:19][cH:20]2)[cH:10][cH:11][c:12]1[O:13][CH3:14])[OH:41]. The reactants are N=1N=NC(C1)=O (triazolone), C([O-])([O-])=O.[K+].[K+] (potassium carbonate), O1CC1C (1,2-epoxypropane). Run in CN(C)C=O (DMF). Conditions: temperature 60 celsius. The product is OCCCC=1C(N=NN1)=O (hydoxypropyltriazolone). The yield is 283.4%. Reaction SMILES: [N:1]1[N:2]=[N:3][C:4](=[O:6])[CH:5]=1.C(=O)([O-])[O-].[K+].[K+].[O:13]1[CH:15]([CH3:16])[CH2:14]1>CN(C=O)C>[OH:13][CH2:14][CH2:15][CH2:16][C:5]1[C:4](=[O:6])[N:3]=[N:2][N:1]=1 |f:1.2.3|. Reported procedure: To a mixture of triazolone 35 (248 mg, 0.5 mmol) and potassium carbonate (138 mg, 1 mmol) in DMF (6 ml), 1,2-epoxypropane (870 mg, 15 mmol) was added. The reaction mixture was heated at 60° C. for 18 h and concentrated in vacuo. The residue was treated with crushed ice, extracted with ethyl acetate (3×30 ml). The combined extract was washed with brine, dried (Na2SO4) and the solvent was removed under reduced pressure. The resulting crude product was purified on a column of silica gel (EtOAc/MeOH... Starting materials: CC(=O)O, CCOCc1nc(N)c2nccnc2n1, [Na+], [OH-]. The product is CCOCc1nc2nccnc2c(=O)[nH]1. As a reaction SMILES: [CH3:16][C:17]([OH:18])=[O:19].[NH2:1][c:2]1[n:3][c:4]([CH2:12][O:13][CH2:14][CH3:15])[n:5][c:6]2[n:7][cH:8][cH:9][n:10][c:11]12.[Na+:21].[OH-:20]>>[c:2]1(=[O:18])[nH:3][c:4]([CH2:12][O:13][CH2:14][CH3:15])[n:5][c:6]2[n:7][cH:8][cH:9][n:10][c:11]12.